From a dataset of the Open Reaction Database (ORD), a public repository of structured organic reaction records. describe an organic reaction: reactants, conditions, products, and yield Starting materials: O=C(O)CBr, C1CCOC1, C=CCCO, [H-], [Na+]. The product is C=CCCOCC(=O)O. RXN SMILES: [Br:8][CH2:9][C:10](=[O:11])[OH:12].[CH2:13]1[O:14][CH2:15][CH2:16][CH2:17]1.[CH2:3]([CH2:4][CH:5]=[CH2:6])[OH:7].[H-:2].[Na+:1]>>[CH2:3]([CH2:4][CH:5]=[CH2:6])[O:7][CH2:9][C:10](=[O:11])[OH:12]. Starting materials: C1CCOC1, CI, CO, [H-], [Na+], Cn1ncc2c1-c1ccccc1OC21CCN(C(=O)c2cccc3[nH]cnc23)CC1. Yields the product Cn1ncc2c1-c1ccccc1OC21CCN(C(=O)c2cccc3ncn(C)c23)CC1. As a reaction SMILES: [CH2:35]1[O:36][CH2:37][CH2:38][CH2:39]1.[CH3:33][I:34].[CH3:40][OH:41].[H-:32].[Na+:31].[nH:1]1[cH:2][n:3][c:4]2[c:5]1[cH:6][cH:7][cH:8][c:9]2[C:10](=[O:11])[N:12]1[CH2:13][CH2:14][C:15]2([O:16][c:17]3[cH:18][cH:19][cH:20][cH:21][c:22]3-[c:23]3[n:24]([CH3:28])[n:25][cH:26][c:27]32)[CH2:29][CH2:30]1>>[n:1]1[cH:2][n:3]([CH3:33])[c:4]2[c:5]1[cH:6][cH:7][cH:8][c:9]2[C:10](=[O:11])[N:12]1[CH2:13][CH2:14][C:15]2([O:16][c:17]3[cH:18][cH:19][cH:20][cH:21][c:22]3-[c:23]3[n:24]([CH3:28])[n:25][cH:26][c:27]32)[CH2:29][CH2:30]1. Reactants: C, CCP(=O)(CC)NC(C)C(=O)N1CCCC1C(=O)OCc1ccccc1, CO, [Pd]. Yields the product CCP(=O)(CC)NC(C)C(=O)N1CCCC1C(=O)O. As a reaction SMILES: [C:29].[CH2:1]([c:2]1[cH:3][cH:4][cH:5][cH:6][cH:7]1)[O:8][C:9]([CH:10]1[N:11]([C:15]([CH:16]([NH:17][P:18](=[O:19])([CH2:20][CH3:21])[CH2:22][CH3:23])[CH3:24])=[O:25])[CH2:12][CH2:13][CH2:14]1)=[O:26].[CH3:27][OH:28].[Pd:30]>>[O:8]=[C:9]([CH:10]1[N:11]([C:15]([CH:16]([NH:17][P:18](=[O:19])([CH2:20][CH3:21])[CH2:22][CH3:23])[CH3:24])=[O:25])[CH2:12][CH2:13][CH2:14]1)[OH:26]. Reactants: COc1cc2nccc(Oc3ccc(NC(=S)NC(=O)Cc4ccccc4)cc3F)c2cc1C(=O)OC(C)(C)C, CNC(=O)c1cc2c(Oc3ccc(NC(=S)NC(=O)Cc4ccc(C(F)(F)F)cc4)cc3F)ccnc2cc1OC. Product: O=C(Cc1ccc(C(F)(F)F)cc1)N=C=S, CNC(=O)c1cc2c(Oc3ccc(N)cc3F)ccnc2cc1OC. RXN SMILES: [F:1][c:2]1[cH:3][c:4]([NH:5][C:6]([NH:7][C:8](=[O:9])[CH2:10][c:11]2[cH:12][cH:13][cH:14][cH:15][cH:16]2)=[S:17])[cH:18][cH:19][c:20]1[O:21][c:22]1[c:23]2[c:24]([cH:25][c:26]([O:27][CH3:28])[c:29]([C:30]([O:31][C:32]([CH3:33])([CH3:34])[CH3:35])=[O:36])[cH:37]2)[n:38][cH:39][cH:40]1.[F:41][c:42]1[c:43]([O:44][c:45]2[cH:46][cH:47][n:48][c:49]3[cH:50][c:51]([O:59][CH3:60])[c:52]([C:55](=[O:56])[NH:57][CH3:58])[cH:53][c:54]23)[cH:61][cH:62][c:63]([NH:65][C:66](=[S:67])[NH:68][C:69]([CH2:70][c:71]2[cH:72][cH:73][c:74]([C:77]([F:78])([F:79])[F:80])[cH:75][cH:76]2)=[O:81])[cH:64]1>>[C:66](=[S:67])=[N:68][C:69]([CH2:70][c:71]1[cH:72][cH:73][c:74]([C:77]([F:78])([F:79])[F:80])[cH:75][cH:76]1)=[O:81].[F:41][c:42]1[c:43]([O:44][c:45]2[cH:46][cH:47][n:48][c:49]3[cH:50][c:51]([O:59][CH3:60])[c:52]([C:55](=[O:56])[NH:57][CH3:58])[cH:53][c:54]23)[cH:61][cH:62][c:63]([NH2:65])[cH:64]1. The reactants are F[B-](F)(F)F.CC1=C(C=CC(=C1)C)C1=[O+]C(=CC(=C1)C1=CC=CC=C1)C1=C(C=C(C=C1)C)C (2,6-bis(2,4-dimethylphenyl)-4-phenylpyrylium tetrafluoroborate), P (PH3). Run in C(CCC)O (n-butanol). Product: CC1=C(C=CC(=C1)C)C1=PC(=CC(=C1)C1=CC=CC=C1)C1=C(C=C(C=C1)C)C (2,6-bis(2,4-Dimethylphenyl)-4-Phenylphosphabenzene). As a reaction SMILES: F[B-](F)(F)F.[CH3:6][C:7]1[CH:12]=[C:11]([CH3:13])[CH:10]=[CH:9][C:8]=1[C:14]1[CH:19]=[C:18]([C:20]2[CH:25]=[CH:24][CH:23]=[CH:22][CH:21]=2)[CH:17]=[C:16]([C:26]2[CH:31]=[CH:30][C:29]([CH3:32])=[CH:28][C:27]=2[CH3:33])[O+]=1.[PH3:34]>C(O)CCC>[CH3:6][C:7]1[CH:12]=[C:11]([CH3:13])[CH:10]=[CH:9][C:8]=1[C:14]1[CH:19]=[C:18]([C:20]2[CH:25]=[CH:24][CH:23]=[CH:22][CH:21]=2)[CH:17]=[C:16]([C:26]2[CH:31]=[CH:30][C:29]([CH3:32])=[CH:28][C:27]=2[CH3:33])[P:34]=1 |f:0.1|. Procedure: 20 g (44 mmol) of 2,6-bis(2,4-dimethylphenyl)-4-phenylpyrylium tetrafluoroborate in 150 ml of n-butanol were used as starting material. The autoclave product obtained after the reaction with PH3 was evaporated to half its volume under reduced pressure. The solid which precipitated was filtered off with suction, washed with n-butanol and subsequently dissolved in toluene. The toluene solution was then washed with water until the aqueous phase was neutral. After removal of the solvent and washing ...